Dataset: the Open Reaction Database (ORD), a public repository of structured organic reaction records. Task: describe an organic reaction: reactants, conditions, products, and yield Reactants: N1=CC=CC=C1 (pyridine), [N+](=O)([O-])C=1C=C(N)C=CC1 (m-Nitroaniline), C(CCCCCCCC)(=O)Cl (nonanoyl chloride). Solvent: ClC(C)Cl (dichloroethane). Conditions: time 2 hour. The product is [N+](=O)([O-])C=1C=C(C=CC1)NC(CCCCCCCC)=O (N-(3-nitrophenyl) nonanamide). As a reaction SMILES: [N+:1]([C:4]1[CH:5]=[C:6]([CH:8]=[CH:9][CH:10]=1)[NH2:7])([O-:3])=[O:2].N1C=CC=CC=1.[C:17](Cl)(=[O:26])[CH2:18][CH2:19][CH2:20][CH2:21][CH2:22][CH2:23][CH2:24][CH3:25]>ClC(Cl)C>[N+:1]([C:4]1[CH:5]=[C:6]([NH:7][C:17](=[O:26])[CH2:18][CH2:19][CH2:20][CH2:21][CH2:22][CH2:23][CH2:24][CH3:25])[CH:8]=[CH:9][CH:10]=1)([O-:3])=[O:2]. Reported procedure: m-Nitroaniline, 10.0 g (0.072 mole), is dissolved in 150 ml dichloroethane, containing 25 ml pyridine. The solution is stirred at room temperature while nonanoyl chloride, 12.9 g (0.073 mole), is added slowly. The solution is stirred for 2 hours. Excess pyridine is removed by washing the product with 4N hydrochloric acid. The product is then passed through a florisil column and crystallized at -20° C. There is obtained N-(3-nitrophenyl) nonanamide (M.P. 63.0°-63.5° C.). Analysis shows 9.88% nitr... The reactants are CCc1ccc(CN(C(=O)[O-])C(C)(C)C)c(F)c1Oc1cc(Cl)cc(C#N)c1, ClCCl, O=C(O)C(F)(F)F. The product is CCc1ccc(CN)c(F)c1Oc1cc(Cl)cc(C#N)c1. Reaction SMILES: [CH3:8][C:9]([N:12]([C:10](=[O:11])[O-:13])[CH2:16][c:17]1[c:18]([F:35])[c:19]([O:25][c:26]2[cH:27][c:28]([Cl:34])[cH:29][c:30]([C:32]#[N:33])[cH:31]2)[c:20]([CH2:23][CH3:24])[cH:21][cH:22]1)([CH3:14])[CH3:15].[Cl:36][CH2:37][Cl:38].[F:1][C:2]([F:3])([F:4])[C:5]([OH:6])=[O:7]>>[NH2:12][CH2:16][c:17]1[c:18]([F:35])[c:19]([O:25][c:26]2[cH:27][c:28]([Cl:34])[cH:29][c:30]([C:32]#[N:33])[cH:31]2)[c:20]([CH2:23][CH3:24])[cH:21][cH:22]1. Reaction SMILES: [CH3:19][NH2:20].[ClH:1].[O:21]1[CH2:22][CH2:23][CH2:24][CH2:25]1.[n:2]1[cH:3][cH:4][c:5]([O:8][c:9]2[cH:10][cH:11][c:12]([S:15](=[O:16])(=[O:17])[Cl:18])[cH:13][cH:14]2)[cH:6][cH:7]1>>[n:2]1[cH:3][cH:4][c:5]([O:8][c:9]2[cH:10][cH:11][c:12]([S:15](=[O:16])(=[O:17])[NH:20][CH3:19])[cH:13][cH:14]2)[cH:6][cH:7]1. The product is CNS(=O)(=O)c1ccc(Oc2ccncc2)cc1. The reactants are CN, Cl, C1CCOC1, O=S(=O)(Cl)c1ccc(Oc2ccncc2)cc1. Reactants: 21, ClC1=CC2=C(N(C(=N2)C2CCCCC2)CCCO)C=C1 (5-chloro-2-cyclohexyl-1H-benzimidazole-1-propanol), S(=O)(Cl)Cl (sulfinyl chloride). Solvent: ClC(Cl)Cl (trichloromethane). Reaction conditions: time 2 hour. The product is Cl.ClC1=CC2=C(N(C(=N2)C2CCCCC2)CCCCl)C=C1 (5-chloro-1-(3-chloropropyl)-2-cyclohexyl-1H-benzimidazole hydrochloride). As a reaction SMILES: [Cl:1][C:2]1[CH:20]=[CH:19][C:5]2[N:6]([CH2:15][CH2:16][CH2:17]O)[C:7]([CH:9]3[CH2:14][CH2:13][CH2:12][CH2:11][CH2:10]3)=[N:8][C:4]=2[CH:3]=1.S(Cl)([Cl:23])=O>ClC(Cl)Cl>[ClH:1].[Cl:1][C:2]1[CH:20]=[CH:19][C:5]2[N:6]([CH2:15][CH2:16][CH2:17][Cl:23])[C:7]([CH:9]3[CH2:14][CH2:13][CH2:12][CH2:11][CH2:10]3)=[N:8][C:4]=2[CH:3]=1 |f:3.4|. Procedure details: To a stirred mixture of 21 parts of 5-chloro-2-cyclohexyl-1H-benzimidazole-1-propanol in 225 parts of trichloromethane are added dropwise 40 parts of sulfinyl chloride (exothermic reaction). Upon completion, stirring is continued for 2 hours at reflux temperature. The reaction mixture is evaporated and the residue is dissolved in boiling water. The solution is treated with activated charcoal. The latter is filtered off till a clear filtrate is obtained. After cooling in an ice-bath, the precipit... Reactants: C(C)(=O)C1=C(C(=C(OCCCS(=O)(=O)C2=CC=C(C=C2)C(CCCCC(=O)OC)=O)C=C1)CCC)O (methyl 4-(3-(4-acetyl-3-hydroxy-2-propylphenoxy)-propylsulfonyl)-epsilon-oxo-benzenehexanoate), [OH-].[Na+] (NaOH), O (water). The solvent is C1CCOC1 (THF). The product is ether-methanol, C(C)(=O)C1=C(C(=C(OCCCS(=O)(=O)C2=CC=C(C=C2)C(CCCCC(=O)O)=O)C=C1)CCC)O (4-(3-(4-acetyl-3-hydroxy-2-propylphenoxy)propylsulfonyl)-epsilon-oxobenzenehexanoic acid). As a reaction SMILES: [C:1]([C:4]1[CH:32]=[CH:31][C:7]([O:8][CH2:9][CH2:10][CH2:11][S:12]([C:15]2[CH:20]=[CH:19][C:18]([C:21](=[O:30])[CH2:22][CH2:23][CH2:24][CH2:25][C:26]([O:28]C)=[O:27])=[CH:17][CH:16]=2)(=[O:14])=[O:13])=[C:6]([CH2:33][CH2:34][CH3:35])[C:5]=1[OH:36])(=[O:3])[CH3:2].[OH-].[Na+].O>C1COCC1>[C:1]([C:4]1[CH:32]=[CH:31][C:7]([O:8][CH2:9][CH2:10][CH2:11][S:12]([C:15]2[CH:20]=[CH:19][C:18]([C:21](=[O:30])[CH2:22][CH2:23][CH2:24][CH2:25][C:26]([OH:28])=[O:27])=[CH:17][CH:16]=2)(=[O:14])=[O:13])=[C:6]([CH2:33][CH2:34][CH3:35])[C:5]=1[OH:36])(=[O:3])[CH3:2] |f:1.2|. Procedure details: The compound of Step C above, (800 mg, 1.54 mmoles, 1N NaOH (3.2 ml), water (3.2 ml) and THF (10 ml) were stirred at room temperature for three hours. The THF layer was removed and the aqueous portion diluted with water and extracted with ether. The aqueous portion was acidified with concentrated HCl. A solid precipitate formed which was extracted into ether, dried and concentrated. Trituration of the residue with ether-methanol afforded the title compound; mp 138°-140°. Reactants: C(C)(C)(C)OC(=O)N1CC(C(CC1)C1=CC=CC=C1)N (N-Tertbutoxvcarbonyl-4-phenyl-3-amino-piperidine), C1(=CC=CC=C1)C(CC)CC (3-phenyl-pentane), CCN(C(C)C)C(C)C (DIEA). Reagents/catalysts: [I-].C(CCC)[N+](CCCC)(CCCC)CCCC (tetrabutyl-ammonium iodide). Run in isobutylnitrile. Product: C(C)(C)(C)OC(=O)N1CC(C(CC1)C1=CC=CC=C1)N1CCC(CC1)C1=CC=CC=C1 (N-Tertbutoxycarbonyl-4-(SR)-phenyl-3-(SR)-(4-phenylpiperidin-1-yl)-piperidine). RXN SMILES: [C:1]([O:5][C:6]([N:8]1[CH2:13][CH2:12][CH:11]([C:14]2[CH:19]=[CH:18][CH:17]=[CH:16][CH:15]=2)[CH:10]([NH2:20])[CH2:9]1)=[O:7])([CH3:4])([CH3:3])[CH3:2].[C:21]1([CH:27]([CH2:30][CH3:31])[CH2:28][CH3:29])[CH:26]=[CH:25][CH:24]=[CH:23][CH:22]=1.CCN(C(C)C)C(C)C>[I-].C([N+](CCCC)(CCCC)CCCC)CCC>[C:1]([O:5][C:6]([N:8]1[CH2:13][CH2:12][CH:11]([C:14]2[CH:15]=[CH:16][CH:17]=[CH:18][CH:19]=2)[CH:10]([N:20]2[CH2:29][CH2:28][CH:27]([C:21]3[CH:26]=[CH:25][CH:24]=[CH:23][CH:22]=3)[CH2:30][CH2:31]2)[CH2:9]1)=[O:7])([CH3:4])([CH3:2])[CH3:3] |f:3.4|. Procedure: To a solution of amine (from Example 104, Step E) and (±) -1, 5-dibromo, 3-phenyl-pentane in 0.5 mL of isobutylnitrile was added 0.080 mL of DIEA and a catalytic amount of tetrabutyl-ammonium iodide. After warming the reaction to 95° C. for 22 h, the mixture was partitioned between 10 mL of CH2Cl2 and 10 mL 1N NaOH. After separating layers, the aqueous phase was extracted with 10 mL of CH2Cl2. The combined organic layers were dried over Na2SO4 and concentrated under vacuum. The residue was purif... The reactants are C#CC(C)(C)O, CN(C)C=O, CC(C)NC(C)C, I[Cu]I, Nc1nc(-c2ccccc2)c(-c2ccnc(Nc3cccc(I)c3)n2)s1, c1ccc(P(c2ccccc2)c2ccccc2)cc1. The product is CC(C)(O)C#Cc1cccc(Nc2nccc(-c3sc(N)nc3-c3ccccc3)n2)c1. RXN SMILES: [CH3:27][C:28]([CH3:29])([C:30]#[CH:31])[OH:32].[CH3:52][N:53]([CH3:54])[CH:55]=[O:56].[CH:57]([NH:58][CH:59]([CH3:60])[CH3:61])([CH3:62])[CH3:63].[Cu:64]([I:65])[I:66].[NH2:1][c:2]1[s:3][c:4](-[c:13]2[n:14][c:15]([NH:19][c:20]3[cH:21][c:22]([I:26])[cH:23][cH:24][cH:25]3)[n:16][cH:17][cH:18]2)[c:5](-[c:7]2[cH:8][cH:9][cH:10][cH:11][cH:12]2)[n:6]1.[c:33]1([P:34]([c:35]2[cH:36][cH:37][cH:38][cH:39][cH:40]2)[c:41]2[cH:42][cH:43][cH:44][cH:45][cH:46]2)[cH:47][cH:48][cH:49][cH:50][cH:51]1>>[NH2:1][c:2]1[s:3][c:4](-[c:13]2[n:14][c:15]([NH:19][c:20]3[cH:21][c:22]([C:31]#[C:30][C:28]([CH3:27])([CH3:29])[OH:32])[cH:23][cH:24][cH:25]3)[n:16][cH:17][cH:18]2)[c:5](-[c:7]2[cH:8][cH:9][cH:10][cH:11][cH:12]2)[n:6]1.